Dataset: the Open Reaction Database (ORD), a public repository of structured organic reaction records. Task: describe an organic reaction: reactants, conditions, products, and yield The reactants are C(#N)CC(=O)O (cyanoacetic acid), O (water), ClC1=C(C=O)C=CC=C1 (chlorobenzaldehyde), C(C)(=O)[O-].[NH4+] (ammonium acetate). Solvent: C1(=CC=CC=C1)C (toluene). Product: C(#N)C(C(=O)O)=CC1=CC=C(C=C1)Cl (α-cyano-4-chloro cinnamic acid). Reaction SMILES: [C:1]([CH2:3][C:4]([OH:6])=O)#N.[Cl:7][C:8]1[CH:15]=[CH:14][CH:13]=[CH:12][C:9]=1C=O.[C:16]([O-])(=O)C.[NH4+:20].[OH2:21]>C1(C)C=CC=CC=1>[C:16]([C:3](=[CH:1][C:13]1[CH:14]=[CH:15][C:8]([Cl:7])=[CH:9][CH:12]=1)[C:4]([OH:6])=[O:21])#[N:20] |f:2.3|. Reported procedure: 2 g cyanoacetic acid (1 eq., 23.5 mmol), 2.97 g chlorobenzaldehyde (0.9 eq., 21.1 mmol) and 300 mg ammonium acetate (15% (m/m) based on the acid) are heated in 30 ml toluene using a water separator with reflux. After completion of the water separation (about 3 hours), the mixture is cooled to room temperature, in the course of which the product usually precipitates in crystalline form. After filtration, the crude product is washed with sufficient water. If no product precipitates, the mixture is...